From a dataset of the Open Reaction Database (ORD), a public repository of structured organic reaction records. describe an organic reaction: reactants, conditions, products, and yield Starting materials: CC1C(C2=C(CCC1)C=CC=C2)=O (6-methyl-6,7,8,9-tetrahydro-5H-benzo[a]cyclohepten-5-one), [BH4-].[Na+] (sodium borohydride). Run in CO (methanol). Conditions: time 1 hour. The product is CC1C(C2=C(CCC1)C=CC=C2)O (6-methyl-6,7,8,9-tetrahydro-5H-benzo[a]cyclohepten-5-ol). Reaction SMILES: [CH3:1][CH:2]1[CH2:8][CH2:7][CH2:6][C:5]2[CH:9]=[CH:10][CH:11]=[CH:12][C:4]=2[C:3]1=[O:13].[BH4-].[Na+]>CO>[CH3:1][CH:2]1[CH2:8][CH2:7][CH2:6][C:5]2[CH:9]=[CH:10][CH:11]=[CH:12][C:4]=2[CH:3]1[OH:13] |f:1.2|. Procedure details: To a solution of 6-methyl-6,7,8,9-tetrahydro-5H-benzo[a]cyclohepten-5-one (24.93 g, 143.1 mmol) in methanol (150 ml) was added sodium borohydride (5.41 g, 143 mmol) by small portions under ice-cooling and the mixture was stirred at room temperature for 1 hr. The solvent of the reaction solution was evaporated under reduced pressure, water was added, and the mixture was extracted twice with ethyl acetate. The collected organic layer was dried over anhydrous magnesium sulfate and the solvent was e... Starting materials: ClCC1=NOC(=N1)C1=CC=C(C=C1)OC (3-(chloromethyl)-5-(4-methoxyphenyl)-1,2,4-oxadiazole), ClC1=CC=C(C=C1)N1C(NC[C@@H]1C1=CC(=CC=C1)C(F)(F)F)=O ((S)-1-(4-chlorophenyl)-5-(3-(trifluoromethyl)phenyl)imidazolidin-2-one), [H-].[Na+] (NaH), FC(C1=CC(=CC=C1)C=C)(F)F (1-(trifluoromethyl)-3-vinylbenzene). Solvent: CN(C)C=O (DMF), CN(C)C=O (DMF). Conditions: time 1 hour. Product: ClC1=CC=C(C=C1)N1C(N(C[C@@H]1C1=CC(=CC=C1)C(F)(F)F)CC1=NOC(=N1)C1=CC=C(C=C1)OC)=O ((S)-3-(4-chlorophenyl)-1-((5-(4-methoxyphenyl)-1,2,4-oxadiazol-3-yl)methyl)-4-(3-(trifluoromethyl)phenyl)imidazolidin-2-one). As a reaction SMILES: [Cl:1][C:2]1[CH:7]=[CH:6][C:5]([N:8]2[C@@H:12]([C:13]3[CH:18]=[CH:17][CH:16]=[C:15]([C:19]([F:22])([F:21])[F:20])[CH:14]=3)[CH2:11][NH:10][C:9]2=[O:23])=[CH:4][CH:3]=1.FC(F)(F)C1C=CC=C(C=C)C=1.[H-].[Na+].Cl[CH2:39][C:40]1[N:44]=[C:43]([C:45]2[CH:50]=[CH:49][C:48]([O:51][CH3:52])=[CH:47][CH:46]=2)[O:42][N:41]=1>CN(C=O)C>[Cl:1][C:2]1[CH:7]=[CH:6][C:5]([N:8]2[C@@H:12]([C:13]3[CH:18]=[CH:17][CH:16]=[C:15]([C:19]([F:21])([F:20])[F:22])[CH:14]=3)[CH2:11][N:10]([CH2:39][C:40]3[N:44]=[C:43]([C:45]4[CH:50]=[CH:49][C:48]([O:51][CH3:52])=[CH:47][CH:46]=4)[O:42][N:41]=3)[C:9]2=[O:23])=[CH:4][CH:3]=1 |f:2.3|. Reported procedure: A solution of (S)-1-(4-chlorophenyl)-5-(3-(trifluoromethyl)phenyl)imidazolidin-2-one (40 mg, 0.117 mmol, prepared by following the same procedure as described in example 151 using 1-(trifluoromethyl)-3-vinylbenzene as the starting material.) in anhydrous DMF (2 mL) is cooled down to 0° C. in an ice bath when NaH (17 mg, 60% in mineral oil, 0.423 mmol) is added into the solution portion wise. After the addition, the mixture is stirred at 0° C. for 10 min when a solution of 3-(chloromethyl)-5-(4-m...